Dataset: the Open Reaction Database (ORD), a public repository of structured organic reaction records. Task: describe an organic reaction: reactants, conditions, products, and yield The reactants are C(C=C)N(C(OCC)=O)CC=O (ethyl N-allyl-N-(2-oxoethyl) -carbamate), 7.6, C1(=CC=CC=C1)NCC(=O)O (phenylglycine). Run in C1(=CC=CC=C1)C (toluene). The product is C1(=CC=CC=C1)N1C2CN(CC2CC1)C(=O)OCC (Ethyl 2-phenyl-2,7-diazabicyclo[3.3.0]octane-7-carboxylate). RXN SMILES: [CH2:1]([N:4]([CH2:10][CH:11]=O)[C:5](=[O:9])[O:6][CH2:7][CH3:8])[CH:2]=[CH2:3].[C:13]1([NH:19][CH2:20]C(O)=O)[CH:18]=[CH:17][CH:16]=[CH:15][CH:14]=1>C1(C)C=CC=CC=1>[C:13]1([N:19]2[CH2:20][CH2:3][CH:2]3[CH:11]2[CH2:10][N:4]([C:5]([O:6][CH2:7][CH3:8])=[O:9])[CH2:1]3)[CH:18]=[CH:17][CH:16]=[CH:15][CH:14]=1. Reported procedure: 8.6 g (50 mmol) of ethyl N-allyl-N-(2-oxoethyl) -carbamate and 7.6 50 mmol) of phenylglycine are heated under reflux overnight in 200 ml of toluene. The mixture is decanted from resinous material and concentrated, and the residue is distilled. The product is ClC1=C(C=C(C=C1)NC(C1=CC=C(C=C1)S(=O)(=O)N1CCN(CC1)CC)=O)C1=NC=CC=C1 (N-(4-chloro-3-(pyridin-2-yl)phenyl)-4-(4-ethylpiperazin-1-ylsulfonyl)benzamide). As a reaction SMILES: ClS(C1C=CC(C(O)=O)=CC=1)(=O)=O.C(N1CCNCC1)C.[Cl:22][C:23]1[CH:29]=[CH:28][C:26]([NH2:27])=[CH:25][C:24]=1[C:30]1[CH:35]=[CH:34][CH:33]=[CH:32][N:31]=1.[CH2:36]([N:38]1[CH2:43][CH2:42][N:41]([S:44]([C:47]2[CH:55]=[CH:54][C:50]([C:51](O)=[O:52])=[CH:49][CH:48]=2)(=[O:46])=[O:45])[CH2:40][CH2:39]1)[CH3:37]>>[Cl:22][C:23]1[CH:29]=[CH:28][C:26]([NH:27][C:51](=[O:52])[C:50]2[CH:54]=[CH:55][C:47]([S:44]([N:41]3[CH2:40][CH2:39][N:38]([CH2:36][CH3:37])[CH2:43][CH2:42]3)(=[O:46])=[O:45])=[CH:48][CH:49]=2)=[CH:25][C:24]=1[C:30]1[CH:35]=[CH:34][CH:33]=[CH:32][N:31]=1. Procedure details: 1 g of 4-(chlorosulfonyl)benzoic acid was reacted with 570 mg of 1-ethylpiperazine via Procedure H. 75 mg of 4-chloro-3-(pyridin-2-yl)aniline was coupled to 4-(4-ethylpiperazin-1-ylsulfonyl)benzoic acid via Procedure G and purified by reverse phase HPLC to yield N-(4-chloro-3-(pyridin-2-yl)phenyl)-4-(4-ethylpiperazin-1-ylsulfonyl). MS (Q1) 485 (M)+. Reactants: C(C)N1CCN(CC1)S(=O)(=O)C1=CC=C(C(=O)O)C=C1 (4-(4-ethylpiperazin-1-ylsulfonyl)benzoic acid), ClS(=O)(=O)C1=CC=C(C(=O)O)C=C1 (4-(chlorosulfonyl)benzoic acid), C(C)N1CCNCC1 (1-ethylpiperazine), ClC1=C(C=C(N)C=C1)C1=NC=CC=C1 (4-chloro-3-(pyridin-2-yl)aniline). Starting materials: O (water), C(OC(CC)Cl)(OC1CCCC1)=O (1-chloropropyl cyclopentyl carbonate), [I-].[Na+] (sodium iodide), CCOCC (ether). Run in C(C)#N (acetonitrile). Product: C(OC(CC)I)(OC1CCCC1)=O (1-Iodopropyl Cyclopentyl Carbonate). RXN SMILES: [C:1](=[O:13])([O:7][CH:8]1[CH2:12][CH2:11][CH2:10][CH2:9]1)[O:2][CH:3](Cl)[CH2:4][CH3:5].[I-:14].[Na+].CCOCC.O>C(#N)C>[C:1](=[O:13])([O:7][CH:8]1[CH2:12][CH2:11][CH2:10][CH2:9]1)[O:2][CH:3]([I:14])[CH2:4][CH3:5] |f:1.2|. Reported procedure: A solution of 3.11 g of 1-chloropropyl cyclopentyl carbonate and 6 g of sodium iodide in 40 ml of acetonitrile is stirred at 60° C. for 60 minutes and then concentrated under reduced pressure. The residue obtained is distributed with 100 ml of ether and 100 ml of water. The ether layer is separated, washed serially with 50 ml of 5% sodium thiosulfate and 100 ml of saturated aqueous solution of sodium chloride, and dried over anhydrous magnesium sulfate. The solvent is distilled off under reduced... Starting materials: CC(C)(O)Cc1cccc(Br)c1, O=C([O-])[O-], CC(=O)O, N#CCCl, [K+], [K+], O=S(=O)(O)O. Product: CC(C)(Cc1cccc(Br)c1)NC(=O)CCl. RXN SMILES: [Br:5][c:6]1[cH:7][c:8]([CH2:12][C:13]([CH3:14])([OH:15])[CH3:16])[cH:9][cH:10][cH:11]1.[C:22](=[O:23])([O-:24])[O-:25].[CH3:28][C:29](=[O:30])[OH:31].[Cl:1][CH2:2][C:3]#[N:4].[K+:26].[K+:27].[S:17]([OH:18])(=[O:19])(=[O:20])[OH:21]>>[Cl:1][CH2:2][C:3]([NH:4][C:13]([CH2:12][c:8]1[cH:7][c:6]([Br:5])[cH:11][cH:10][cH:9]1)([CH3:14])[CH3:16])=[O:18]. The reactants are FC=1C=NC=C(C1SC1=C(C=C(S1)C(=O)O)[N+](=O)[O-])F (5-((3,5-difluoropyridin-4-yl)thio)-4-nitrothiophene-2-carboxylic acid), CN1CCC(CC1)N (1-methylpiperidin-4-amine). Yields the product FC=1C=NC=C(C1SC1=C(C=C(S1)C(=O)NC1CCN(CC1)C)[N+](=O)[O-])F (5-((3,5-difluoropyridin-4-yl)thio)-N-(1-methylpiperidin-4-yl)-4-nitrothiophene-2-carboxamide), solid. The yield is 19.0%. RXN SMILES: [F:1][C:2]1[CH:3]=[N:4][CH:5]=[C:6]([F:20])[C:7]=1[S:8][C:9]1[S:13][C:12]([C:14]([OH:16])=O)=[CH:11][C:10]=1[N+:17]([O-:19])=[O:18].[CH3:21][N:22]1[CH2:27][CH2:26][CH:25]([NH2:28])[CH2:24][CH2:23]1>>[F:20][C:6]1[CH:5]=[N:4][CH:3]=[C:2]([F:1])[C:7]=1[S:8][C:9]1[S:13][C:12]([C:14]([NH:28][CH:25]2[CH2:26][CH2:27][N:22]([CH3:21])[CH2:23][CH2:24]2)=[O:16])=[CH:11][C:10]=1[N+:17]([O-:19])=[O:18]. Procedure: Prepared according to the procedure described for example 70 from 5-((3,5-difluoropyridin-4-yl)thio)-4-nitrothiophene-2-carboxylic acid (200 mg, 0.63 mmol) from above and 1-methylpiperidin-4-amine (86.0 mg, 0.76 mmol). The title compound was obtained as a solid (50.0 mg, 19% yield). 1H NMR (400 MHz, d6-DMSO) δ: 8.89 (2H, s), 8.64 (1H, m), 8.48 (1H, s), 3.57 (1H, m), 2.72 (2H, m), 2.14 (3H, s), 1.91 (2H, m), 1.73 (2H, m), 1.52 (2H, m). MS m/z: 415.13 [M+H]+. Reactants: COCC1=C(C=CC(=C1)C1=NC(=NO1)C=1C=C(C(=O)Cl)C=CC1)C1=C(C=CC=C1)C (3-{5-[2-(methoxymethyl)-2′-methylbiphenyl-4-yl]-1,2,4-oxadiazol-3-yl}benzoyl chloride), Cl.COC(CNC)=O (sarcosine methyl ester hydrochloride). The product is COCC1=C(C=CC(=C1)C1=NC(=NO1)C=1C=C(C(=O)N(CC(=O)OC)C)C=CC1)C1=C(C=CC=C1)C (Methyl N-(3-{5-[2-(methoxymethyl)-2′-methylbiphenyl-4-yl]-1,2,4-oxadiazol-3-yl}benzoyl)-N-methylglycinate). As a reaction SMILES: [CH3:1][O:2][CH2:3][C:4]1[CH:9]=[C:8]([C:10]2[O:14][N:13]=[C:12]([C:15]3[CH:16]=[C:17]([CH:21]=[CH:22][CH:23]=3)[C:18](Cl)=[O:19])[N:11]=2)[CH:7]=[CH:6][C:5]=1[C:24]1[CH:29]=[CH:28][CH:27]=[CH:26][C:25]=1[CH3:30].Cl.[CH3:32][O:33][C:34](=[O:38])[CH2:35][NH:36][CH3:37]>>[CH3:1][O:2][CH2:3][C:4]1[CH:9]=[C:8]([C:10]2[O:14][N:13]=[C:12]([C:15]3[CH:16]=[C:17]([CH:21]=[CH:22][CH:23]=3)[C:18]([N:36]([CH3:37])[CH2:35][C:34]([O:33][CH3:32])=[O:38])=[O:19])[N:11]=2)[CH:7]=[CH:6][C:5]=1[C:24]1[CH:29]=[CH:28][CH:27]=[CH:26][C:25]=1[CH3:30] |f:1.2|. Procedure details: The title compound was prepared following procedure described in example 121 starting from 3-{5-[2-(methoxymethyl)-2′-methylbiphenyl-4-yl]-1,2,4-oxadiazol-3-yl}benzoyl chloride, prepared as in example 130, and sarcosine methyl ester hydrochloride. The title compound was obtained as a sticky solid. 1H NMR: (DMSO-d6, 300 MHz) δ 8.42 (brs, 1H), 8.28 (m, 2H), 8.17 (m, 1H), 7.61 (m, 2H), 7.34-7.22 (m, 4H), 7.12 (m, 1H), 4.32 (s, 1H), 4.22 (s, 1H), 3.80 (m, 3H), 3.32 (s, 3H), 3.1 (m, 3H). LC/MS (Metho... Starting materials: [OH-].[K+] (potassium hydroxide), C(CC(O)(C(=O)O)CC(=O)O)(=O)O (citric acid), CO (methanol), C1(CCCCC1)C(=O)NC(C(C(=O)NN)O)C1CCOCC1 (3-cyclohexylcarbonylamino-3-(tetrahydropyran-4-yl)-2-hydroxypropanohydrazide), C(=S)=S (carbon disulfide), CO (methanol). Run at time 3 hour. Yields the product OC(C(C1CCOCC1)(C1CCCCC1)N=C=O)C1N=NC(O1)=S (5-(1-hydroxy-2-cyclohexyl carbonylamino-2-tetrahydropyran-4-ylethyl)-2-thioxo-1,3,4-oxadiazoline). Reaction SMILES: [OH-].[K+].C1([C:9]([NH:11][CH:12]([CH:19]2[CH2:24][CH2:23][O:22][CH2:21][CH2:20]2)[CH:13]([OH:18])[C:14]([NH:16][NH2:17])=[O:15])=[O:10])CCCCC1.[C:25](=[S:27])=S.[C:28](O)(=O)[CH2:29][C:30]([CH2:35][C:36](O)=O)(C(O)=O)O.[CH3:41]O>>[OH:18][CH:13]([CH:14]1[O:15][C:25](=[S:27])[N:17]=[N:16]1)[C:12]([N:11]=[C:9]=[O:10])([CH:28]1[CH2:29][CH2:30][CH2:35][CH2:36][CH2:41]1)[CH:19]1[CH2:20][CH2:21][O:22][CH2:23][CH2:24]1 |f:0.1|. Procedure details: To a solution of potassium hydroxide in methanol (1.0 M, 8.0 ml) was suspended 3-cyclohexylcarbonylamino-3-(tetrahydropyran-4-yl)-2-hydroxypropanohydrazide (prepared in step 5 in example 1; 2.0 g) and thereto were added methanol (16 ml) and carbon disulfide (0.46 ml) and the mixture was stirred for 3 hours at room temperature and followed by refluxing for 24 hours. The reaction mixture was poured into iced aqueous solution of citric acid and extracted with ethyl acetate. The organic layer was wa... RXN SMILES: [Br:1][c:2]1[cH:3][cH:4][c:5]([S:8](=[O:9])(=[O:10])[n:11]2[cH:12][c:13]([CH:16]=[CH:17][C:18](=[O:19])[NH:20][O:21][CH:22]3[O:23][CH2:24][CH2:25][CH2:26][CH2:27]3)[cH:14][cH:15]2)[cH:6][cH:7]1.[CH3:28][n:29]1[n:30][cH:31][c:32]([B:34]2[O:35][C:36]([CH3:37])([CH3:38])[C:39]([CH3:40])([CH3:41])[O:42]2)[cH:33]1.[CH3:43][O:44][CH2:45][CH2:46][O:47][CH3:48]>>[c:2]1(-[c:32]2[cH:31][n:30][n:29]([CH3:28])[cH:33]2)[cH:3][cH:4][c:5]([S:8](=[O:9])(=[O:10])[n:11]2[cH:12][c:13]([CH:16]=[CH:17][C:18](=[O:19])[NH:20][O:21][CH:22]3[O:23][CH2:24][CH2:25][CH2:26][CH2:27]3)[cH:14][cH:15]2)[cH:6][cH:7]1. Starting materials: O=C(C=Cc1ccn(S(=O)(=O)c2ccc(Br)cc2)c1)NOC1CCCCO1, Cn1cc(B2OC(C)(C)C(C)(C)O2)cn1, COCCOC. The product is Cn1cc(-c2ccc(S(=O)(=O)n3ccc(C=CC(=O)NOC4CCCCO4)c3)cc2)cn1. Reactants: CCO, CC(OC1CCCCO1)C(O)(Cn1cncn1)c1cc(F)ccc1F, Cc1ccc(S(=O)(=O)[O-])cc1, c1cc[nH+]cc1. Product: CC(O)C(O)(Cn1cncn1)c1cc(F)ccc1F. RXN SMILES: [CH3:43][CH2:44][OH:45].[F:1][c:2]1[c:3]([C:9]([CH2:10][n:11]2[n:12][cH:13][n:14][cH:15]2)([CH:16]([CH3:17])[O:18][CH:19]2[CH2:20][CH2:21][CH2:22][CH2:23][O:24]2)[OH:25])[cH:4][c:5]([F:8])[cH:6][cH:7]1.[c:26]1([CH3:27])[cH:28][cH:29][c:30]([S:31]([O-:32])(=[O:33])=[O:34])[cH:35][cH:36]1.[nH+:37]1[cH:38][cH:39][cH:40][cH:41][cH:42]1>>[F:1][c:2]1[c:3]([C:9]([CH2:10][n:11]2[n:12][cH:13][n:14][cH:15]2)([CH:16]([CH3:17])[OH:18])[OH:25])[cH:4][c:5]([F:8])[cH:6][cH:7]1. Starting materials: N1CCC2(CC1)CSC1=C(O2)C2=CC=CC=C2C(C1=O)=O (spiro[naphtho[1,2-b][1,4]oxathiine-2,4′-piperidine]-5,6-dione), CN1N=C(C=C1C(=O)Cl)C (1,3-dimethyl-1H-pyrazole-5-carbonyl chloride). The product is CN1N=C(C=C1C(=O)N1CCC2(CC1)CSC1=C(O2)C2=CC=CC=C2C(C1=O)=O)C (1′-[(1,3-dimethyl-1H-pyrazol-5-yl)carbonyl]spiro[naphtho[1,2-b][1,4]oxathiine-2,4′-piperidine]-5,6-dione). Reaction SMILES: [NH:1]1[CH2:6][CH2:5][C:4]2([O:11][C:10]3[C:12]4[C:17]([C:18](=[O:21])[C:19](=[O:20])[C:9]=3[S:8][CH2:7]2)=[CH:16][CH:15]=[CH:14][CH:13]=4)[CH2:3][CH2:2]1.[CH3:22][N:23]1[C:27]([C:28](Cl)=[O:29])=[CH:26][C:25]([CH3:31])=[N:24]1>>[CH3:22][N:23]1[C:27]([C:28]([N:1]2[CH2:2][CH2:3][C:4]3([O:11][C:10]4[C:12]5[C:17]([C:18](=[O:21])[C:19](=[O:20])[C:9]=4[S:8][CH2:7]3)=[CH:16][CH:15]=[CH:14][CH:13]=5)[CH2:5][CH2:6]2)=[O:29])=[CH:26][C:25]([CH3:31])=[N:24]1. Procedure details: Compound 42 was synthesized using spiro[naphtho[1,2-b][1,4]oxathiine-2,4′-piperidine]-5,6-dione, 1,3-dimethyl-1H-pyrazole-5-carbonyl chloride and conditions outlined in procedure N. M.p.=244-245° C.; 300 MHz 1H NMR (DMSO-d6) δ 8.07 (d, 1H), 7.67 (d, 1H), 7.65 (t, 1H), 7.56 (t, 1H), 6.16 (s, 1H), 3.40 (m, 2H), 3.86 (s, 3H), 3.01 (s, 2H), 2.26 (s, 3H), 2.24 (m, 2H), 1.92 (m, 2H), 1.62 (m, 2H); LCMS: 424 [M+H].